From a dataset of the Open Reaction Database (ORD), a public repository of structured organic reaction records. describe an organic reaction: reactants, conditions, products, and yield Reactants: Brc1cn2ccnc2c(Br)n1, CCOC(C)=O, N#Cc1ccc(N)cc1, CN(C)C=O. Product: N#Cc1ccc(Nc2nc(Br)cn3ccnc23)cc1. RXN SMILES: [Br:10][c:11]1[n:12][c:13]([Br:20])[c:14]2[n:15]([cH:16]1)[cH:17][cH:18][n:19]2.[CH3:21][CH2:22][O:23][C:24](=[O:25])[CH3:26].[NH2:1][c:2]1[cH:3][cH:4][c:5]([C:6]#[N:7])[cH:8][cH:9]1.[O:27]=[CH:28][N:29]([CH3:30])[CH3:31]>>[NH:1]([c:2]1[cH:3][cH:4][c:5]([C:6]#[N:7])[cH:8][cH:9]1)[c:13]1[n:12][c:11]([Br:10])[cH:16][n:15]2[c:14]1[n:19][cH:18][cH:17]2. The reactants are OC1=NC2=CC=CC=C2C(=C1)C(=O)Cl (2-hydroxyquinolin-4-oyl chloride), Cl.CNC (dimethylamine hydrochloride), C([O-])(O)=O.[Na+] (sodium bicarbonate), C(C)(C)N(CC)C(C)C (diisopropylethylamine). Run in ClCCl (dichloromethane). The product is N1(CCCC1)C=1C(=NC2=CC=CC=C2C1C(=O)N)O (Pyrrolidino 2-hydroxyquinoline-4-carboxamide). Reaction SMILES: [OH:1][C:2]1[CH:11]=[C:10]([C:12](Cl)=[O:13])[C:9]2[C:4](=[CH:5][CH:6]=[CH:7][CH:8]=2)[N:3]=1.Cl.C[NH:17]C.[CH:19]([N:22]([CH:25]([CH3:27])C)CC)([CH3:21])C.C(=O)(O)[O-].[Na+]>ClCCl>[N:22]1([C:11]2[C:2]([OH:1])=[N:3][C:4]3[C:9]([C:10]=2[C:12]([NH2:17])=[O:13])=[CH:8][CH:7]=[CH:6][CH:5]=3)[CH2:19][CH2:21][CH2:27][CH2:25]1 |f:1.2,4.5|. Procedure: To 2-hydroxyquinolin-4-oyl chloride (V-A, 0.90 g) in dichloromethane (20 ml) are added dimethylamine hydrochloride (0.52 g), followed by diisopropylethylamine (1.12 ml). After stirring for 5 hr aqueous sodium bicarbonate is added and the mixture is extracted several times with dichloromethane. The organic layers are dried over sodium sulfate and concentrated. The crude product was chromatographed (silica gel; methanol/dichloromethane (2/98 to 4/96)), to give dimethylamino 2-hydroxyquinoline-4-ca... Starting materials: C=CCCCCCCCCCCn1c(=O)c2c(ncn2C)n(C)c1=O, C[N+]1([O-])CCOCC1, CC(C)=O, [Na+], [Na+], O, O, O=S([O-])[O-]. Product: Cn1cnc2c1c(=O)n(CCCCCCCCCCC(O)CO)c(=O)n2C. RXN SMILES: [CH2:1]([CH2:2][CH2:3][CH2:4][CH2:5][CH2:6][CH2:7][CH2:8][CH2:9][CH2:10][CH:11]=[CH2:12])[n:13]1[c:14](=[O:15])[n:16]([CH3:25])[c:17]2[n:18][cH:19][n:20]([CH3:24])[c:21]2[c:22]1=[O:23].[CH3:26][N+:27]1([O-:28])[CH2:29][CH2:31][O:30][CH2:32][CH2:33]1.[CH3:42][C:43]([CH3:44])=[O:45].[Na+:39].[Na+:40].[OH2:34].[OH2:41].[S:35]([O-:36])([O-:37])=[O:38]>>[CH2:1]([CH2:2][CH2:3][CH2:4][CH2:5][CH2:6][CH2:7][CH2:8][CH2:9][CH2:10][CH:11]([CH2:12][OH:30])[OH:34])[n:13]1[c:14](=[O:15])[n:16]([CH3:25])[c:17]2[n:18][cH:19][n:20]([CH3:24])[c:21]2[c:22]1=[O:23]. Starting materials: O (Water), NC1=NNC(=C1)C(C)(C)C (3-Amino-5-t-butylpyrazole), C(CCCC)(=O)Cl (valeryl chloride), C([O-])(O)=O.[Na+] (sodium bicarbonate). The solvent is CC(=O)C (acetone). The product is C(C)(C)(C)C1=CC(=NN1)NC(CCCC)=O (5-t-butyl-3-valerylaminopyrazole). The yield is 33.6%. As a reaction SMILES: [NH2:1][C:2]1[CH:6]=[C:5]([C:7]([CH3:10])([CH3:9])[CH3:8])[NH:4][N:3]=1.C(=O)(O)[O-].[Na+].[C:16](Cl)(=[O:21])[CH2:17][CH2:18][CH2:19][CH3:20].O>CC(C)=O>[C:7]([C:5]1[NH:4][N:3]=[C:2]([NH:1][C:16](=[O:21])[CH2:17][CH2:18][CH2:19][CH3:20])[CH:6]=1)([CH3:10])([CH3:9])[CH3:8] |f:1.2|. Procedure: 5.6 g (0.04 mole) of 3-amino-5-t-butylpyrazole prepared in Example 1 was dissolved in 50 ml of acetone, and 4 g of sodium bicarbonate was suspended thereinto. To the suspension was added dropwise 3.7 g of valeryl chloride with stirring. After completion of the dropwise addition, the mixture was further allowed to react at 40° C. for 3 hours. Water was added to the reaction mixture, from which the reaction product was extracted with methylene chloride, followed by the concentration of methylene c...